This data is from the Open Reaction Database (ORD), a public repository of structured organic reaction records. The task is: describe an organic reaction: reactants, conditions, products, and yield The reactants are N (ammonia), C1(CC1)NC(CC(=O)C)=O (Acetoacetic cyclopropylamide), N (ammonia). The solvent is C(C)O (ethanol). Run at time 8 hour. Yields the product C1(CC1)NC(\C=C(\C)/N)=O (3-aminocrotonic cyclopropylamide). Reaction SMILES: [CH:1]1([NH:4][C:5](=[O:10])[CH2:6][C:7]([CH3:9])=O)[CH2:3][CH2:2]1.[NH3:11]>C(O)C>[CH:1]1([NH:4][C:5](=[O:10])/[CH:6]=[C:7](\[NH2:11])/[CH3:9])[CH2:3][CH2:2]1. Reported procedure: Acetoacetic cyclopropylamide (209.4 g, 1.48 mole) is dissolved in ethanol (160 ml) and thereto is passed ammonia gas, while the temperature is controlled below 30° C. by cooling with a water bath. After passing ammonia gas for about 3 hours, yellow crystals precipitate. The reaction mixture is allowed to stand at 0° C. overnight. The precipitates are separated by filtration and washed with diethyl The reactants are P(=O)([O-])([O-])[O-] (phosphate), C1(=CC=CC=C1)S(=O)(=O)N1C=CC=2C1=NC=C(C2)C2=NN(C=C2C2=NC(=NC=C2)SC)C2OCCCC2 (1-Benzenesulfonyl-5-[4-(2-methylsulfanyl-pyrimidin-4-yl)-1-(tetrahydro-pyran-2-yl)-1H-pyrazol-3-yl]-1H-pyrrolo[2,3-b]pyridine), Cl (HCl). Run in CO (MeOH), O1CCOCC1 (Dioxane). Conditions: time 45 minute. Yields the product CSC1=NC=CC(=N1)C=1C(=NNC1)C=1C=C2C(=NC1)N(C=C2)S(=O)(=O)C2=CC=CC=C2 (5-{4-[2-(methylthio)pyrimidin-4-yl]-1H-pyrazol-3-yl}-1-(phenylsulfonyl)-1H-pyrrolo[2,3-b]pyridine). Isolated yield 98.4%. Reaction SMILES: [C:1]1([S:7]([N:10]2[C:14]3=[N:15][CH:16]=[C:17]([C:19]4[C:23]([C:24]5[CH:29]=[CH:28][N:27]=[C:26]([S:30][CH3:31])[N:25]=5)=[CH:22][N:21](C5CCCCO5)[N:20]=4)[CH:18]=[C:13]3[CH:12]=[CH:11]2)(=[O:9])=[O:8])[CH:6]=[CH:5][CH:4]=[CH:3][CH:2]=1.Cl.P([O-])([O-])([O-])=O>CO.O1CCOCC1>[CH3:31][S:30][C:26]1[N:25]=[C:24]([C:23]2[C:19]([C:17]3[CH:18]=[C:13]4[CH:12]=[CH:11][N:10]([S:7]([C:1]5[CH:2]=[CH:3][CH:4]=[CH:5][CH:6]=5)(=[O:8])=[O:9])[C:14]4=[N:15][CH:16]=3)=[N:20][NH:21][CH:22]=2)[CH:29]=[CH:28][N:27]=1. Procedure details: To a solution of the 1-Benzenesulfonyl-5-[4-(2-methylsulfanyl-pyrimidin-4-yl)-1-(tetrahydro-pyran-2-yl)-1H-pyrazol-3-yl]-1H-pyrrolo[2,3-b]pyridine (C-1-2) (750 mg, 1.41 mmol) in MeOH (1 mL) was added a solution of HCl in Dioxane (˜4N, 0.1 mL). After stirring at ambient temperature for 45 minutes, the solution was dropped into phosphate buffer (pH 7, 15 mL). The resulting precipitate was collected by filtration, rinsed with water and air dried to give 5-{4-[2-(methylthio)pyrimidin-4-yl]-1H-pyrazo... The reactants are BrB(Br)Br, ClCCl, CO, COCOc1cc2c(cc1NC(=O)CCl)C(NCCc1ccccc1)C(O)C(C)(C)O2, [Na+], O=C([O-])O. Product: CC1(C)Oc2cc(O)c(NC(=O)CCl)cc2C(NCCc2ccccc2)C1O. As a reaction SMILES: [B:32]([Br:33])([Br:34])[Br:35].[CH2:43]([Cl:44])[Cl:45].[CH3:36][OH:37].[Cl:1][CH2:2][C:3](=[O:4])[NH:5][c:6]1[c:7]([O:28][CH2:29][O:30][CH3:31])[cH:8][c:9]2[c:10]([cH:27]1)[CH:11]([NH:18][CH2:19][CH2:20][c:21]1[cH:22][cH:23][cH:24][cH:25][cH:26]1)[CH:12]([OH:17])[C:13]([CH3:15])([CH3:16])[O:14]2.[Na+:38].[OH:39][C:40](=[O:41])[O-:42]>>[Cl:1][CH2:2][C:3](=[O:4])[NH:5][c:6]1[c:7]([OH:28])[cH:8][c:9]2[c:10]([cH:27]1)[CH:11]([NH:18][CH2:19][CH2:20][c:21]1[cH:22][cH:23][cH:24][cH:25][cH:26]1)[CH:12]([OH:17])[C:13]([CH3:15])([CH3:16])[O:14]2.